From a dataset of the Open Reaction Database (ORD), a public repository of structured organic reaction records. describe an organic reaction: reactants, conditions, products, and yield Starting materials: [OH-].[Na+] (NaOH), C(C)OC(CC(=O)NC1=CC(=NO1)C1=CC=CC=C1)=O (N-(3-phenyl-isoxazol-5-yl)-malonamic acid ethyl ester). Run in C1CCOC1 (THF), O (H2O). Run at time 8 hour. The product is C1(=CC=CC=C1)C1=NOC(=C1)NC(CC(=O)O)=O (N-(3-phenyl-isoxazol-5-yl)-malonamic acid). Isolated yield 65.3%. As a reaction SMILES: [OH-].[Na+].C([O:5][C:6](=[O:22])[CH2:7][C:8]([NH:10][C:11]1[O:15][N:14]=[C:13]([C:16]2[CH:21]=[CH:20][CH:19]=[CH:18][CH:17]=2)[CH:12]=1)=[O:9])C>C1COCC1.O>[C:16]1([C:13]2[CH:12]=[C:11]([NH:10][C:8](=[O:9])[CH2:7][C:6]([OH:22])=[O:5])[O:15][N:14]=2)[CH:17]=[CH:18][CH:19]=[CH:20][CH:21]=1 |f:0.1|. Procedure details: NaOH (57 mg, 1.4 mmol) was added to a stirred solution of N-(3-phenyl-isoxazol-5-yl)-malonamic acid ethyl ester (78 mg, 0.28 mmol) in a mixture of THF (12 mL) and H2O (12 mL) and stirring was continued at ambient temperature overnight. The reaction mixture was concentrated. The residue was diluted with water, washed with diethyl ether, acidified with concentrated HCl. The precipitate was filtered to afford 45 mg (64.28% Yield) of N-(3-phenyl-isoxazol-5-yl)-malonamic acid. Starting materials: COCc1c(C(=O)OC(C)C)ncc2c1c1c(OCc3ccccc3)cccc1n2CC(=O)N(C)Cc1ccccc1, CO, Cl, [Na+], [OH-]. Product: COCc1c(C(=O)O)ncc2c1c1c(OCc3ccccc3)cccc1n2CC(=O)N(C)Cc1ccccc1. Reaction SMILES: [CH3:1][CH:2]([CH3:3])[O:4][C:5](=[O:6])[c:7]1[c:8]([CH2:40][O:41][CH3:42])[c:9]2[c:10]([n:11]([CH2:26][C:27](=[O:28])[N:29]([CH2:30][c:31]3[cH:32][cH:33][cH:34][cH:35][cH:36]3)[CH3:37])[c:12]3[cH:13][cH:14][cH:15][c:16]([O:18][CH2:19][c:20]4[cH:21][cH:22][cH:23][cH:24][cH:25]4)[c:17]23)[cH:38][n:39]1.[CH3:46][OH:47].[ClH:45].[Na+:44].[OH-:43]>>[O:4]=[C:5]([OH:6])[c:7]1[c:8]([CH2:40][O:41][CH3:42])[c:9]2[c:10]([n:11]([CH2:26][C:27](=[O:28])[N:29]([CH2:30][c:31]3[cH:32][cH:33][cH:34][cH:35][cH:36]3)[CH3:37])[c:12]3[cH:13][cH:14][cH:15][c:16]([O:18][CH2:19][c:20]4[cH:21][cH:22][cH:23][cH:24][cH:25]4)[c:17]23)[cH:38][n:39]1. Starting materials: Hpa-OSu, N([C@H](CC(OC(C)(C)C)=O)C(=O)O)C(=O)OCC1C2=CC=CC=C2C2=CC=CC=C12 (Fmoc-DAsp(OtBu)-OH), C(=O)(OCC1C2=CC=CC=C2C2=CC=CC=C12)N([C@@H](CC1=CC=CC=C1)C(=O)O)C (Fmoc-MePhe-OH), N(CC(=O)O)C(=O)OCC1C2=CC=CC=C2C2=CC=CC=C12 (Fmoc-Gly-OH), Amino Acid, N([C@@H](CCCC)C(=O)O)C(=O)OCC1C2=CC=CC=C2C2=CC=CC=C12 (Fmoc-Ahx-OH), N([C@@H](CC1=CNC2=CC=CC=C12)C(=O)O)C(=O)OCC1C2=CC=CC=C2C2=CC=CC=C12 (Fmoc-Trp-OH), N([C@@H](CC1=CC=CC=C1)C(=O)O)C(=O)OCC1C2=CC=CC=C2C2=CC=CC=C12 (Fmoc-Phe-OH). The product is title compound, N([C@@H](CC1=CC=CC=C1)C(=O)O)C (MePhe), N[C@@H](CC1=CC=CC=C1)C(=O)O (Phe), N[C@@H](CC1=CNC2=CC=CC=C12)C(=O)O (Trp). As a reaction SMILES: [C:1]([N:18](C)[C@H:19]([C:27]([OH:29])=[O:28])[CH2:20][C:21]1[CH:26]=[CH:25][CH:24]=[CH:23][CH:22]=1)(OCC1C2C(=CC=CC=2)C2C1=CC=CC=2)=O.N(C(OCC1C2C(=CC=CC=2)C2C1=CC=CC=2)=O)[C@@H](C(O)=O)CC(=O)OC(C)(C)C.[NH:61](C(OCC1C2C(=CC=CC=2)C2C1=CC=CC=2)=O)[C@H:62]([C:70]([OH:72])=[O:71])[CH2:63][C:64]1[CH:69]=[CH:68][CH:67]=[CH:66][CH:65]=1.[NH:90](C(OCC1C2C(=CC=CC=2)C2C1=CC=CC=2)=O)[C@H:91]([C:102]([OH:104])=[O:103])[CH2:92][C:93]1[C:101]2[C:96](=[CH:97][CH:98]=[CH:99][CH:100]=2)[NH:95][CH:94]=1.N(C(OCC1C2C(=CC=CC=2)C2C1=CC=CC=2)=O)CC(O)=O.N(C(OCC1C2C(=CC=CC=2)C2C1=CC=CC=2)=O)[C@H](C(O)=O)CCCC>>[NH:18]([CH3:1])[C@H:19]([C:27]([OH:29])=[O:28])[CH2:20][C:21]1[CH:26]=[CH:25][CH:24]=[CH:23][CH:22]=1.[NH2:61][C@H:62]([C:70]([OH:72])=[O:71])[CH2:63][C:64]1[CH:69]=[CH:68][CH:67]=[CH:66][CH:65]=1.[NH2:90][C@H:91]([C:102]([OH:104])=[O:103])[CH2:92][C:93]1[C:101]2[C:96](=[CH:97][CH:98]=[CH:99][CH:100]=2)[NH:95][CH:94]=1. Reported procedure: By following essentially the procedure of Table 2 and sequentially coupling Fmoc-MePhe-OH, Fmoc-DAsp(OtBu)-OH, Fmoc-Phe-OH, Fmoc-Trp-OH, Fmoc-Gly-OH, Fmoc-Ahx-OH and Hpa-OSu, the title compound was prepared. Amino Acid analysis following acid decomposition gave Asp 1.01 (1), Gly 0.99 (1), MePhe 1.06 (1), Ahx 1.02 (1), Trp 1.06 (1), Phe 0.94 (1), NH3 0.82. MS (FAB): m/e 931 (M-H)-. Starting materials: BrC1=CC(=C(C=O)C=C1)F (4-bromo-2-fluorobenzaldehyde), [H-].[Na+] (sodium hydride), SCC(=O)OC (methyl mercaptoacetate). The product is COC(=O)C=1SC2=C(C1)C=CC(=C2)Br (Methyl6-bromo-1-benzothiophene-2-carboxylate). Reaction SMILES: [Br:1][C:2]1[CH:9]=[CH:8][C:5]([CH:6]=O)=[C:4](F)[CH:3]=1.[H-].[Na+].[SH:13][CH2:14][C:15]([O:17][CH3:18])=[O:16]>>[CH3:18][O:17][C:15]([C:14]1[S:13][C:4]2[CH:3]=[C:2]([Br:1])[CH:9]=[CH:8][C:5]=2[CH:6]=1)=[O:16] |f:1.2|. Procedure: Using 6.54 g (32.2 mmol) of 4-bromo-2-fluorobenzaldehyde, 1.93 g (48.3 mmol) of sodium hydride (60% pure) and 3.76 g (35.5 mmol) of methyl mercaptoacetate, 4.06 g (46.4% of theory) of the title compound are obtained. The reactants are ClCCl, C[Si](C)(C)I, CN(C)CCN(C)C, CCOC(C)=O, O=C1CCCC2CCCC(c3ccc(Cl)cc3)N12, I, [Na+], [Na+], O=S([O-])([O-])=S. Yields the product O=C1C(I)CCC2CCCC(c3ccc(Cl)cc3)N12. RXN SMILES: [CH2:46]([Cl:47])[Cl:48].[CH3:1][Si:2]([CH3:3])([CH3:4])[I:5].[CH3:24][N:25]([CH3:26])[CH2:27][CH2:28][N:29]([CH3:30])[CH3:31].[CH3:40][CH2:41][O:42][C:43](=[O:44])[CH3:45].[Cl:6][c:7]1[cH:8][cH:9][c:10]([CH:13]2[N:14]3[C:15](=[O:23])[CH2:16][CH2:17][CH2:18][CH:19]3[CH2:20][CH2:21][CH2:22]2)[cH:11][cH:12]1.[I:32].[Na+:38].[Na+:39].[S:33]([O-:34])([O-:35])(=[O:36])=[S:37]>>[I:5][CH:16]1[C:15](=[O:23])[N:14]2[CH:13]([c:10]3[cH:9][cH:8][c:7]([Cl:6])[cH:12][cH:11]3)[CH2:22][CH2:21][CH2:20][CH:19]2[CH2:18][CH2:17]1. Reactants: C(F)(F)(C(F)(F)C(F)(F)C(F)(F)F)CCC#N (C4F9CH2CH2CN). Run in C1CCOC1 (THF). Conditions: temperature 110 celsius, time 16 hour. The product is FC(CCCN)(C(C(C(F)(F)F)(F)F)(F)F)F (4,4,5,5,6,6,7,7,7-nonafluoroheptylamine), di(4,4,5,5,6,6,7,7,7-nonailuoroheptyl)amine. Yield: 69.0%. RXN SMILES: [C:1]([CH2:14][CH2:15][C:16]#[N:17])([C:4]([C:7]([C:10]([F:13])([F:12])[F:11])([F:9])[F:8])([F:6])[F:5])([F:3])[F:2]>C1COCC1>[F:2][C:1]([F:3])([C:4]([F:5])([F:6])[C:7]([F:8])([F:9])[C:10]([F:11])([F:12])[F:13])[CH2:14][CH2:15][CH2:16][NH2:17]. Reported procedure: A 210-ml shaker tube was charged with 30 g of C4F9CH2CH2CN, 4.0 g of PtB on activated carbon (2%) and 30 ml THF. The vessel was closed, cooled, evacuated and pressured with hydrogen to 3.5 MPa. The vessel was heated to 110° C. and hydrogen pressure was adjusted to 10.3 MPa. The mixture was shaken for 16 h. The vessel was cooled and the gas was vented slowly. The contents were filtered and the filtrate was distilled to remove THF. The residue was distilled at reduced pressure to give 4,4,5,5,6,6,... Starting materials: BrC=1C=C(C(=NC1)N)N (5-bromo-2,3-diaminopyridine), OC=1C=C(C(=O)O)C=CC1 (3-Hydroxybenzoic acid), CN1C(=NC=C1)C(=O)Cl (N-methyl-2-imidazoylchloride), C([O-])([O-])=O.[K+].[K+] (potassium carbonate). Run in CN(C=O)C (dimethylformamide), CCOCC (ether). The product is BrC=1C=C2C(=NC1)N=C(N2)C2=CC(=CC=C2)OCC=2N(C=CN2)C (6-bromo-2-(3-((1-methyl-1H-imidazol-2-yl)methoxy)phenyl)-1H-imidazo[4,5-b]pyridine). Reaction SMILES: [OH:1][C:2]1[CH:3]=[C:4]([CH:8]=[CH:9][CH:10]=1)[C:5](O)=O.[CH3:11][N:12]1[CH:16]=[CH:15][N:14]=[C:13]1[C:17](Cl)=O.C(=O)([O-])[O-].[K+].[K+].[Br:26][C:27]1[CH:28]=[C:29]([NH2:34])[C:30]([NH2:33])=[N:31][CH:32]=1>CN(C)C=O.CCOCC>[Br:26][C:27]1[CH:28]=[C:29]2[NH:34][C:5]([C:4]3[CH:8]=[CH:9][CH:10]=[C:2]([O:1][CH2:17][C:13]4[N:12]([CH3:11])[CH:16]=[CH:15][N:14]=4)[CH:3]=3)=[N:33][C:30]2=[N:31][CH:32]=1 |f:2.3.4|. Procedure details: 3-Hydroxybenzoic acid was reacted with N-methyl-2-imidazoylchloride in the presence of potassium carbonate in dimethylformamide to produce the ether adduct as shown. Subsequent reactions as described previously with 5-bromo-2,3-diaminopyridine followed by microwave reaction gave the final product. 1H NMR (400 MHz, CDCl3) δ ppm 8.37 (s, 1H), 8.09 (s, 1H), 7.84 (s, 1H), 7.35 (m, 3H), 6.95 (m, 1H), 6.87 (m, 1H), 6.73 (m, 1H), 5.30 (s, 2H), 2.25 (s, 3H); Calc'd for C17H14BrN5O; m/z (M+2H+)=385; foun... Reactants: CS(=O)(=O)Cl (methanesulphonic acid chloride), BrC=1C=CC(=NC1)C#CCCC1=CC=C(C=C1)CO ({4-[4-(5-bromo-pyridin-2-yl)-but-3-ynyl]-phenyl}-methanol), C(C)N(C(C)C)C(C)C (ethyldiisopropylamine), N1CCOCC1 (morpholine). Run in C(Cl)Cl (DCM), C(Cl)Cl (DCM). Reaction conditions: temperature 0 celsius, time 30 minute. The product is BrC=1C=CC(=NC1)C#CCCC1=CC=C(CN2CCOCC2)C=C1 (4-{4-[4-(5-bromo-pyridin-2-yl)-but-3-ynyl]-benzyl}-morpholine). Reaction SMILES: CS(Cl)(=O)=O.[Br:6][C:7]1[CH:8]=[CH:9][C:10]([C:13]#[C:14][CH2:15][CH2:16][C:17]2[CH:22]=[CH:21][C:20]([CH2:23]O)=[CH:19][CH:18]=2)=[N:11][CH:12]=1.C(N(C(C)C)C(C)C)C.[NH:34]1[CH2:39][CH2:38][O:37][CH2:36][CH2:35]1>C(Cl)Cl>[Br:6][C:7]1[CH:8]=[CH:9][C:10]([C:13]#[C:14][CH2:15][CH2:16][C:17]2[CH:18]=[CH:19][C:20]([CH2:23][N:34]3[CH2:39][CH2:38][O:37][CH2:36][CH2:35]3)=[CH:21][CH:22]=2)=[N:11][CH:12]=1. Reported procedure: 36 μL (0.46 mmol) methanesulphonic acid chloride are added to a solution, cooled to 0° C., of 120 mg (0.38 mmol) {4-[4-(5-bromo-pyridin-2-yl)-but-3-ynyl]-phenyl}-methanol (Example 2.20a) in 5 mL DCM. A solution of 78 μL (0.46 mmol) ethyldiisopropylamine in 1 mL DCM is slowly added dropwise, the mixture is stirred for a further 30 min at 0° C., then 80 μL (0.92 mmol) of morpholine are added, the mixture is allowed to come up to RT and kept at RT for 2 h. The mixture is evaporated down i.vac., the...